This data is from the Open Reaction Database (ORD), a public repository of structured organic reaction records. The task is: describe an organic reaction: reactants, conditions, products, and yield The reactants are CNN (methyl hydrazine), ClC1=C(C=CC(=C1)Cl)C(C(=C(SC)SC)C)=O (1-(2,4-dichlorophenyl)-3,3-bis(methylthio)-2-methyl-2-propen-1-one). Run in C(C)#N (acetonitrile). Conditions: temperature 80 celsius. Product: ClC1=C(C=CC(=C1)Cl)C1=NN(C(=C1C)SC)C (3-(2,4-Dichlorophenyl)-4-methyl-5-(methylthio)-1-methyl-[1H]-pyrazole). As a reaction SMILES: [CH3:1][NH:2][NH2:3].[Cl:4][C:5]1[CH:10]=[C:9]([Cl:11])[CH:8]=[CH:7][C:6]=1[C:12](=O)[C:13]([CH3:19])=[C:14](SC)[S:15][CH3:16]>C(#N)C>[Cl:4][C:5]1[CH:10]=[C:9]([Cl:11])[CH:8]=[CH:7][C:6]=1[C:12]1[C:13]([CH3:19])=[C:14]([S:15][CH3:16])[N:2]([CH3:1])[N:3]=1. Procedure: 0.138 g (0.003 mol) of methyl hydrazine is added to a solution of 0.614 g (0.002 mol) of 1-(2,4-dichlorophenyl)-3,3-bis(methylthio)-2-methyl-2-propen-1-one in 10 ml of acetonitrile and the reaction mixture is heated at 80° C. for 8 hours. The mixture is then concentrated in vacuo and the residue is taken up in ether, washed with water and dried over sodium sulfate. After the ether phase has been concentrated by evaporation, the residue is purified by column chromatography over silica gel with he... The reactants are [N-]=[N+]=[N-].[Na+] (Sodium azide), NC(C(=O)NC1C2SCC(=C(N2C1=O)C(=O)O)C)C1=CC(=C(C=C1)O)CCl (7-[[Amino[3-(chloromethyl)-4-hydroxyphenyl]acetyl]amino]-3-methyl-8-oxo-5-thia-1-azabicyclo[4.2.0]oct-2-ene-2-carboxylic acid). Run in O1CCCC1 (tetrahydrofuran), O1CCCC1 (tetrahydrofuran). Reaction conditions: time 3 hour. The product is NC(C(=O)NC1C2SCC(=C(N2C1=O)C(=O)O)C)C1=CC(=C(C=C1)O)CN=[N+]=[N-] (7-[[Amino[3-(azidomethyl)-4-hydroxyphenyl]acetyl]amino]-3-methyl-8-oxo-5-thia-1-azabicyclo[4.2.0]oct-2-ene-2-carboxylic acid). As a reaction SMILES: [NH2:1][CH:2]([C:19]1[CH:24]=[CH:23][C:22]([OH:25])=[C:21]([CH2:26]Cl)[CH:20]=1)[C:3]([NH:5][CH:6]1[C:13](=[O:14])[N:12]2[CH:7]1[S:8][CH2:9][C:10]([CH3:18])=[C:11]2[C:15]([OH:17])=[O:16])=[O:4].[N-:28]=[N+:29]=[N-:30].[Na+]>O1CCCC1>[NH2:1][CH:2]([C:19]1[CH:24]=[CH:23][C:22]([OH:25])=[C:21]([CH2:26][N:28]=[N+:29]=[N-:30])[CH:20]=1)[C:3]([NH:5][CH:6]1[C:13](=[O:14])[N:12]2[CH:7]1[S:8][CH2:9][C:10]([CH3:18])=[C:11]2[C:15]([OH:17])=[O:16])=[O:4] |f:1.2|. Procedure: 7-[[Amino[3-(chloromethyl)-4-hydroxyphenyl]acetyl]amino]-3-methyl-8-oxo-5-thia-1-azabicyclo[4.2.0]oct-2-ene-2-carboxylic acid (0.02 mole) is added to tetrahydrofuran at about 40° C. Sodium azide (0.04 mole) in tetrahydrofuran is added and the resulting mixture is stirred for 3 hours. The tetrahydrofuran is evaporated and the residue is treated with water to remove the sodium chloride and the excess sodium azide. The resulting residue is taken up in ethyl acetate and the ethyl acetate is dried ov... Reactants: CS(=O)(=O)O.C(C1=CC=CC=C1)OC(=O)NCC1=CC=C(S1)C(=O)OC1=CC2=CC=C(C=C2C=C1)C(N)=N (6-amidino-2-naphthyl 5-benzyloxycarbonylaminomethyl-thiophene-2-carboxylate methanesulfonate), Br.C(C)(=O)O (HBr acetic acid), C(C)OCC (Ethyl ether). Reaction conditions: time 30 minute. Product: Br.Br.NCC1=CC=C(S1)C(=O)OC1=CC2=CC=C(C=C2C=C1)C(N)=N (6-amidino-2-naphthyl 5-aminomethyl-thiophene-2-carboxylate dihydrobromide). As a reaction SMILES: CS(O)(=O)=O.C(OC([NH:16][CH2:17][C:18]1[S:22][C:21]([C:23]([O:25][C:26]2[CH:35]=[CH:34][C:33]3[C:28](=[CH:29][CH:30]=[C:31]([C:36](=[NH:38])[NH2:37])[CH:32]=3)[CH:27]=2)=[O:24])=[CH:20][CH:19]=1)=O)C1C=CC=CC=1.C(OCC)C.[BrH:44].C(O)(=O)C>>[BrH:44].[BrH:44].[NH2:16][CH2:17][C:18]1[S:22][C:21]([C:23]([O:25][C:26]2[CH:35]=[CH:34][C:33]3[C:28](=[CH:29][CH:30]=[C:31]([C:36](=[NH:37])[NH2:38])[CH:32]=3)[CH:27]=2)=[O:24])=[CH:20][CH:19]=1 |f:0.1,3.4,5.6.7|. Procedure: In 20 ml of a 30% HBr/acetic acid solution, was dissolved 1.0 g of 6-amidino-2-naphthyl 5-benzyloxycarbonylaminomethyl-thiophene-2-carboxylate methanesulfonate. The solution was stirred for 30 minutes at room temperature. Ethyl ether was added to the resulting solution. The precipitate was collected by filtration and recrystallized from a mixture of methanol and ethyl ether to obtain 800 mg of 6-amidino-2-naphthyl 5-aminomethyl-thiophene-2-carboxylate dihydrobromide. Reactants: BrC1=CC(=C(C=C1)C1(C(N(C2=CC=CC=C12)CC=1OC(=CC1)C(F)(F)F)=O)O)O (3-(4-bromo-2-hydroxyphenyl)-3-hydroxy-1-{[5-(trifluoromethyl)furan-2-yl]methyl}-1,3-dihydro-2H-indol-2-one), C(C)[SiH](CC)CC (triethylsilane), FC(C(=O)O)(F)F (trifluoroacetic acid). Run at time 16 hour. Yields the product BrC1=CC(=C(C=C1)C1C(N(C2=CC=CC=C12)CC=1OC(=CC1)C(F)(F)F)=O)O (3-(4-bromo-2-hydroxyphenyl)-1-{[5-(trifluoromethyl)furan-2-yl]methyl}-1,3-dihydro-2H-indol-2-one). Yield: 80.6%. As a reaction SMILES: [Br:1][C:2]1[CH:7]=[CH:6][C:5]([C:8]2(O)[C:16]3[C:11](=[CH:12][CH:13]=[CH:14][CH:15]=3)[N:10]([CH2:17][C:18]3[O:19][C:20]([C:23]([F:26])([F:25])[F:24])=[CH:21][CH:22]=3)[C:9]2=[O:27])=[C:4]([OH:29])[CH:3]=1.C([SiH](CC)CC)C.FC(F)(F)C(O)=O>>[Br:1][C:2]1[CH:7]=[CH:6][C:5]([CH:8]2[C:16]3[C:11](=[CH:12][CH:13]=[CH:14][CH:15]=3)[N:10]([CH2:17][C:18]3[O:19][C:20]([C:23]([F:26])([F:25])[F:24])=[CH:21][CH:22]=3)[C:9]2=[O:27])=[C:4]([OH:29])[CH:3]=1. Procedure details: A mixture of 3-(4-bromo-2-hydroxyphenyl)-3-hydroxy-1-{[5-(trifluoromethyl)furan-2-yl]methyl}-1,3-dihydro-2H-indol-2-one (5.5 g, 11.8 mmol), triethylsilane (20.0 mL, excess) and trifluoroacetic acid (20.0 mL, excess) was stirred at ambient temperature for 16 h. The mixture was concentrated under vacuum. The residue was treated with diethyl ether to form a suspension. The filtration gave 3-(4-bromo-2-hydroxyphenyl)-1-{[5-(trifluoromethyl)furan-2-yl]methyl}-1,3-dihydro-2H-indol-2-one (4.3 g, 82%) a... Conditions: temperature 80 celsius. Solvent: CO (MeOH), C(Cl)Cl (CH2Cl2), O1CCOCC1 (dioxane). Starting materials: ClC1=C2C3=C(C(=NC2=CC=N1)Cl)C=CC(=C3)F (1,6-dichloro-9-fluorobenzo[c]-1,6-naphthyridine), C([O-])([O-])=O.[Cs+].[Cs+] (cesium carbonate), N1(CCCCC1)S(=O)(=O)N (piperidine-1-sulfonamide), CC1(C2=C(C(=CC=C2)P(C3=CC=CC=C3)C4=CC=CC=C4)OC5=C(C=CC=C51)P(C6=CC=CC=C6)C7=CC=CC=C7)C (Xantphos), CC1(C2=CC=CC(=C2OC=2C(=CC=CC12)P(C1=CC=CC=C1)C1=CC=CC=C1)P(C1=CC=CC=C1)C1=CC=CC=C1)C ((9,9-dimethyl-9H-xanthene-4,5-diyl)bis(diphenylphosphine)). Procedure: To a solution of 1,6-dichloro-9-fluorobenzo[c]-1,6-naphthyridine (30 mg, 0.11 mmol) in dioxane (3 mL) were added cesium carbonate (128 mg, 0.39 mmol), piperidine-1-sulfonamide (18.4 mg, 0.11 mmol), Xantphos, (9,9-dimethyl-9H-xanthene-4,5-diyl)bis(diphenylphosphine), (10 mg, 0.02 mmol), and Pd2(dba)3 (5.14 mg, 5.62 μmol). The solution was degassed by bubbling N2 for 5 min and heated 80° C. overnight and worked up with EtOAc and H2O. The organic layers were dried with MgSO4, filtered, and concentr... The reagents and catalysts are C=1C=CC(=CC1)/C=C/C(=O)/C=C/C2=CC=CC=C2.C=1C=CC(=CC1)/C=C/C(=O)/C=C/C2=CC=CC=C2.C=1C=CC(=CC1)/C=C/C(=O)/C=C/C2=CC=CC=C2.[Pd].[Pd] (Pd2(dba)3). The product is ClC1=C2C3=C(C(=NC2=CC=N1)NS(=O)(=O)N1CCCCC1)C=CC(=C3)F (N-(1-chloro-9-fluorobenzo[c]-1,6-naphthyridin-6-yl)piperidine-1-sulfonamide). As a reaction SMILES: [Cl:1][C:2]1[N:11]=[CH:10][CH:9]=[C:8]2[C:3]=1[C:4]1[CH:16]=[C:15]([F:17])[CH:14]=[CH:13][C:5]=1[C:6](Cl)=[N:7]2.C(=O)([O-])[O-].[Cs+].[Cs+].[N:24]1([S:30]([NH2:33])(=[O:32])=[O:31])[CH2:29][CH2:28][CH2:27][CH2:26][CH2:25]1.CC1(C)C2C(=C(P(C3C=CC=CC=3)C3C=CC=CC=3)C=CC=2)OC2C(P(C3C=CC=CC=3)C3C=CC=CC=3)=CC=CC1=2>O1CCOCC1.C1C=CC(/C=C/C(/C=C/C2C=CC=CC=2)=O)=CC=1.C1C=CC(/C=C/C(/C=C/C2C=CC=CC=2)=O)=CC=1.C1C=CC(/C=C/C(/C=C/C2C=CC=CC=2)=O)=CC=1.[Pd].[Pd].CO.C(Cl)Cl>[Cl:1][C:2]1[N:11]=[CH:10][CH:9]=[C:8]2[C:3]=1[C:4]1[CH:16]=[C:15]([F:17])[CH:14]=[CH:13][C:5]=1[C:6]([NH:33][S:30]([N:24]1[CH2:29][CH2:28][CH2:27][CH2:26][CH2:25]1)(=[O:32])=[O:31])=[N:7]2 |f:1.2.3,7.8.9.10.11|.